From a dataset of the Open Reaction Database (ORD), a public repository of structured organic reaction records. describe an organic reaction: reactants, conditions, products, and yield Reactants: C1(=CC=CC=C1)C(CS(=O)(=O)C1=CC=CC=C1)=C (2-phenyl-1-phenylsulphonyl-2-propene), ClC1=CC=CC(=N1)C(CS(=O)(=O)C1=CC=CC=C1)=C (2-(6-chloro-2-pyridyl)-1-phenylsulphonyl-2-propene), ClCC(=C)C1=NC(=CC=C1)Cl (1-chloro-2-(6-chloro-2-pyridyl)-2-propene), C1(=CC=CC=C1)S(=O)[O-].[Na+] (sodium benzenesulphinate). The product is ClC1=CC=CC(=N1)C(C(C1=CC=CC=C1)=S(=O)=O)=C (2-(6-chloro-2-pyridyl)-1-phenyl-sulphonyl-2-propene). RXN SMILES: C1(C(=C)CS(C2C=CC=CC=2)(=O)=O)C=CC=CC=1.ClCC(C1C=CC=C(Cl)N=1)=C.[C:30]1(S([O-])=O)[CH:35]=[CH:34][CH:33]=[CH:32][CH:31]=1.[Na+].[Cl:40][C:41]1[N:46]=[C:45]([C:47](=[CH2:58])[CH2:48][S:49](C2C=CC=CC=2)(=[O:51])=[O:50])[CH:44]=[CH:43][CH:42]=1>>[Cl:40][C:41]1[N:46]=[C:45]([C:47](=[CH2:58])[C:48](=[S:49](=[O:51])=[O:50])[C:30]2[CH:31]=[CH:32][CH:33]=[CH:34][CH:35]=2)[CH:44]=[CH:43][CH:42]=1 |f:2.3|. Procedure: In a similar manner to the preparation of 2-phenyl-1-phenylsulphonyl-2-propene, this mixture (7 g, 0.02 moles as 1-chloro-2-(6-chloro-2-pyridyl)-2-propene) is treated with sodium benzenesulphinate to obtain, after treatment, 2-(6-chloro-2-pyridyl)-1-phenylsulphonyl-2-propene (4.3 g, 73%). Mp=135° C.